Task: describe an organic reaction: reactants, conditions, products, and yield. Dataset: the Open Reaction Database (ORD), a public repository of structured organic reaction records Starting materials: COCCn1c(NC(=O)c2ccc(C#N)cc2)nc2cc(CO)ccc21, CC(C)=O. The product is COCCn1c(NC(=O)c2ccc(C#N)cc2)nc2cc(C=O)ccc21. Reaction SMILES: [C:1](#[N:2])[c:3]1[cH:4][cH:5][c:6]([C:7](=[O:8])[NH:9][c:10]2[n:11][c:12]3[c:13]([n:14]2[CH2:15][CH2:16][O:17][CH3:18])[cH:19][cH:20][c:21]([CH2:23][OH:24])[cH:22]3)[cH:25][cH:26]1.[CH3:27][C:28](=[O:29])[CH3:30]>>[C:1](#[N:2])[c:3]1[cH:4][cH:5][c:6]([C:7](=[O:8])[NH:9][c:10]2[n:11][c:12]3[c:13]([n:14]2[CH2:15][CH2:16][O:17][CH3:18])[cH:19][cH:20][c:21]([CH:23]=[O:24])[cH:22]3)[cH:25][cH:26]1. Starting materials: C(C)(=O)OC(C)=O (acetic anhydride), Cl.Cl.NCCCC=1N(C2=C(C=NC=3C=CC(=CC23)C)N1)C (2-(3-aminopropyl)-1,8-dimethyl-1H-imidazo[4,5-c]quinoline dihydrochloride), Cl (hydrochloric acid), [OH-].[Na+] (sodium hydroxide). Run in O (water). Product: C(C)(=O)NCCCC=1N(C2=C(C=NC=3C=CC(=CC23)C)N1)C (2-(3-acetamidopropyl)-1,8-dimethyl-1H-imidazo[4,5-c]quinoline). Reaction SMILES: Cl.Cl.[NH2:3][CH2:4][CH2:5][CH2:6][C:7]1[N:8]([CH3:21])[C:9]2[C:18]3[CH:17]=[C:16]([CH3:19])[CH:15]=[CH:14][C:13]=3[N:12]=[CH:11][C:10]=2[N:20]=1.[OH-].[Na+].Cl.[C:25](OC(=O)C)(=[O:27])[CH3:26]>O>[C:25]([NH:3][CH2:4][CH2:5][CH2:6][C:7]1[N:8]([CH3:21])[C:9]2[C:18]3[CH:17]=[C:16]([CH3:19])[CH:15]=[CH:14][C:13]=3[N:12]=[CH:11][C:10]=2[N:20]=1)(=[O:27])[CH3:26] |f:0.1.2,3.4|. Reported procedure: A sample of 2-(3-aminopropyl)-1,8-dimethyl-1H-imidazo[4,5-c]quinoline dihydrochloride (from Example 147) was dissolved in water. Excess sodium hydroxide was added to neutralize the hydrochloric acid and then excess acetic anhydride was added. The precipitate was separated by filtration, washed with water, and recrystallized from water to provide 2-(3-acetamidopropyl)-1,8-dimethyl-1H-imidazo[4,5-c]quinoline, m.p. 213°-215° C. Analysis: Calculated for C17H20N4O: %C, 68.9; %H, 6.8; %N, 18.9; Found:... Reactants: C1C(CC2=CC=CC=C12)CC(=O)O (indan-2-yl-acetic acid), [H-].[H-].[H-].[H-].[Li+].[Al+3] (LiAlH4), C1C(CC2=CC=CC=C12)CCO (2-indan-2-yl-ethanol), C[N+]1(CCOCC1)[O-] (N-methylmorpholine-N-oxide). The reagents and catalysts are [Ru](=O)(=O)(=O)[O-].C(CC)[N+](CCC)(CCC)CCC (tetra-n-propylammonium perruthenate), CCC[N+](CCC)(CCC)CCC.[O-][Ru](=O)(=O)=O (TPAP). Run in C1CCOC1 (THF), C1CCOC1 (THF), C(Cl)Cl (CH2Cl2), CC#N (CH3CN). Reaction conditions: time 16 hour. Yields the product C1C(CC2=CC=CC=C12)CC=O (indan-2-yl-acetaldehyde). As a reaction SMILES: [CH2:1]1[C:9]2[C:4](=[CH:5][CH:6]=[CH:7][CH:8]=2)[CH2:3][CH:2]1[CH2:10][C:11](O)=[O:12].[H-].[H-].[H-].[H-].[Li+].[Al+3].C1C2C(=CC=CC=2)CC1CCO.C[N+]1([O-])CCOCC1>C1COCC1.C(Cl)Cl.CC#N.CCC[N+](CCC)(CCC)CCC.[O-][Ru](=O)(=O)=O>[CH2:3]1[C:4]2[C:9](=[CH:8][CH:7]=[CH:6][CH:5]=2)[CH2:1][CH:2]1[CH2:10][CH:11]=[O:12] |f:1.2.3.4.5.6,12.13|. Procedure: Use of indan-2-yl-acetic acid (commercially available from Lancaster) (Intermediate SEVENTEEN-1) (1.58 g, 8.88 mmol) in THF (15 mL) was added dropwise to a solution of LiAlH4 (9 mL, 1M in Et2O) in THF (10 mL) at 0° C. The mixture was reacted for 2 h at rt and quenched with Rochelle's salt solution and extracted with Et2O (3×). The organic layer was dried over MgSO4, filtered and concentrated under vacuum. The alcohol (1.35 g, 94%) was used in the next step without further purification. A solutio...